The task is: describe an organic reaction: reactants, conditions, products, and yield. This data is from the Open Reaction Database (ORD), a public repository of structured organic reaction records. Starting materials: C(C)OC(C=O)C1=CC=CC=C1 (2-ethoxy-2-phenylethanal), C(C1=CC=CC=C1)OC(C=O)C1=CC=CC=C1 (2-benzyloxy-2-phenylethanal). The product is C(C1=CC=CC=C1)OC(CO)(CO)C1=CC=CC=C1 (2-benzyloxy-2-phenyl-1,3-propanediol). As a reaction SMILES: [CH2:1]([O:3]C(C1C=CC=CC=1)C=O)C.[CH2:13]([O:20][CH:21]([C:24]1[CH:29]=[CH:28][CH:27]=[CH:26][CH:25]=1)[CH:22]=[O:23])[C:14]1[CH:19]=[CH:18][CH:17]=[CH:16][CH:15]=1>>[CH2:13]([O:20][C:21]([C:24]1[CH:29]=[CH:28][CH:27]=[CH:26][CH:25]=1)([CH2:1][OH:3])[CH2:22][OH:23])[C:14]1[CH:15]=[CH:16][CH:17]=[CH:18][CH:19]=1. Procedure details: The procedure in Example 6 was repeated except that 2-ethoxy-2-phenylethanal was replaced with 2-benzyloxy-2-phenylethanal, to obtain 2-benzyloxy-2-phenyl-1,3-propanediol. Starting materials: BrC=1C=C(COC2=CC=C(C=C2)CCC(=O)OC)C=CC1 (methyl 3-[4-[(3-bromobenzyl)oxy]phenyl]propanoate), CSC1=C(C=CC=C1)B(O)O (2-(methylthio)phenylboronic acid). The product is CSC1=C(C=CC=C1)C1=CC(=CC=C1)COC1=CC=C(C=C1)CCC(=O)O (3-(4-((2′-(methylthio)biphenyl-3-yl)methoxy)phenyl)propanoic acid), crystals. Isolated yield 39.0%. As a reaction SMILES: Br[C:2]1[CH:3]=[C:4]([CH:19]=[CH:20][CH:21]=1)[CH2:5][O:6][C:7]1[CH:12]=[CH:11][C:10]([CH2:13][CH2:14][C:15]([O:17]C)=[O:16])=[CH:9][CH:8]=1.[CH3:22][S:23][C:24]1[CH:29]=[CH:28][CH:27]=[CH:26][C:25]=1B(O)O>>[CH3:22][S:23][C:24]1[CH:29]=[CH:28][CH:27]=[CH:26][C:25]=1[C:2]1[CH:21]=[CH:20][CH:19]=[C:4]([CH2:5][O:6][C:7]2[CH:12]=[CH:11][C:10]([CH2:13][CH2:14][C:15]([OH:17])=[O:16])=[CH:9][CH:8]=2)[CH:3]=1. Procedure: The title compound was synthesized in the same manner as in Example 272 from methyl 3-[4-[(3-bromobenzyl)oxy]phenyl]propanoate and 2-(methylthio)phenylboronic acid. colorless crystals (yield 39%). MS (APCI−): 377 (M−H). Starting materials: FC(CC(=O)C1=CC(=CC=C1)[N+](=O)[O-])(F)F (3,3,3-Trifluoro-1-(3-nitrophenyl)-1-propanone), O.NN (hydrazine monohydrate). Solvent: O1CCCC1 (tetrahydrofuran). Reaction conditions: time 1 hour. Product: FC(CC(=NN)C1=CC(=CC=C1)[N+](=O)[O-])(F)F (3,3,3-Trifluoro-1-(3-nitrophenyl)-1-propanone hydrazone). Isolated yield 8.3%. As a reaction SMILES: [F:1][C:2]([F:16])([F:15])[CH2:3][C:4]([C:6]1[CH:11]=[CH:10][CH:9]=[C:8]([N+:12]([O-:14])=[O:13])[CH:7]=1)=O.O.[NH2:18][NH2:19]>O1CCCC1>[F:1][C:2]([F:16])([F:15])[CH2:3][C:4]([C:6]1[CH:11]=[CH:10][CH:9]=[C:8]([N+:12]([O-:14])=[O:13])[CH:7]=1)=[N:18][NH2:19] |f:1.2|. Procedure: 3,3,3-Trifluoro-1-(3-nitrophenyl)-1-propanone (Sov. Prog. Chem. (Engl.Transi.), 1966, 32, 745, 1.8 g, 7.72 mmol) was dissolved in tetrahydrofuran (10 ml) and hydrazine monohydrate (0.56 ml, 11.58 mmol) was added dropwise at room temperature. The reaction mixture was stirred for 1 h at room temperature then heated under reflux for 40 min. The reaction mixture was concentrated in vacui and the residue treated with water (10 ml) and extracted with dichloromethane (4×10 ml). The organic extracts wer... Starting materials: C(C)(C)(C)OC(N[C@@H]1C[C@H](C1)OC=1C2=C(N=C(N1)Cl)N(C=C2C2=NC=CC=C2)COCC[Si](C)(C)C)=O (tert-butyl(trans-3-{[2-chloro-5-(pyridin-2-yl)-7-{[2-(trimethylsilyl)ethoxy]methyl}-7H-pyrrolo[2,3-d]pyrimidin-4-yl]oxy}cyclobutyl)carbamate), CN1N=CC(=C1)N (1-methyl-1H-pyrazol-4-amine), CC1(C2=CC=CC(=C2OC=2C(=CC=CC12)P(C1=CC=CC=C1)C1=CC=CC=C1)P(C1=CC=CC=C1)C1=CC=CC=C1)C (9,9-dimethyl-4,5-bis(diphenylphosphino)xanthene), C([O-])([O-])=O.[Cs+].[Cs+] (cesium carbonate). Reagents/catalysts: C=1C=CC(=CC1)/C=C/C(=O)/C=C/C2=CC=CC=C2.C=1C=CC(=CC1)/C=C/C(=O)/C=C/C2=CC=CC=C2.C=1C=CC(=CC1)/C=C/C(=O)/C=C/C2=CC=CC=C2.[Pd].[Pd] (tris(dibenzylideneacetone)dipalladium(0)). Run in CCOC(=O)C (EtOAc), CO (methanol), O1CCOCC1 (1,4-dioxane). Reaction conditions: temperature 140 celsius. Yields the product CN1N=CC(=C1)NC=1N=C(C2=C(N1)N(C=C2C2=NC=CC=C2)COCC[Si](C)(C)C)O[C@@H]2C[C@H](C2)NC(OC(C)(C)C)=O (tert-butyl {trans-3-[(2-[(1-methyl-1H-pyrazol-4-yl)amino]-5-(pyridin-2-yl)-7-{[2-(trimethylsilyl)ethoxy]methyl}-7H-pyrrolo[2,3-d]pyrimidin-4-yl)oxy]cyclobutyl}carbamate). The yield is 74.8%. RXN SMILES: [C:1]([O:5][C:6](=[O:37])[NH:7][C@H:8]1[CH2:11][C@H:10]([O:12][C:13]2[C:14]3[C:22]([C:23]4[CH:28]=[CH:27][CH:26]=[CH:25][N:24]=4)=[CH:21][N:20]([CH2:29][O:30][CH2:31][CH2:32][Si:33]([CH3:36])([CH3:35])[CH3:34])[C:15]=3[N:16]=[C:17](Cl)[N:18]=2)[CH2:9]1)([CH3:4])([CH3:3])[CH3:2].[CH3:38][N:39]1[CH:43]=[C:42]([NH2:44])[CH:41]=[N:40]1.C(=O)([O-])[O-].[Cs+].[Cs+].CC1(C)C2C=CC=C(P(C3C=CC=CC=3)C3C=CC=CC=3)C=2OC2C1=CC=CC=2P(C1C=CC=CC=1)C1C=CC=CC=1>O1CCOCC1.CCOC(C)=O.C1C=CC(/C=C/C(/C=C/C2C=CC=CC=2)=O)=CC=1.C1C=CC(/C=C/C(/C=C/C2C=CC=CC=2)=O)=CC=1.C1C=CC(/C=C/C(/C=C/C2C=CC=CC=2)=O)=CC=1.[Pd].[Pd].CO>[CH3:38][N:39]1[CH:43]=[C:42]([NH:44][C:17]2[N:18]=[C:13]([O:12][C@H:10]3[CH2:11][C@H:8]([NH:7][C:6](=[O:37])[O:5][C:1]([CH3:4])([CH3:3])[CH3:2])[CH2:9]3)[C:14]3[C:22]([C:23]4[CH:28]=[CH:27][CH:26]=[CH:25][N:24]=4)=[CH:21][N:20]([CH2:29][O:30][CH2:31][CH2:32][Si:33]([CH3:36])([CH3:35])[CH3:34])[C:15]=3[N:16]=2)[CH:41]=[N:40]1 |f:2.3.4,8.9.10.11.12|. Procedure: To a solution tert-butyl(trans-3-{[2-chloro-5-(pyridin-2-yl)-7-{[2-(trimethylsilyl)ethoxy]methyl}-7H-pyrrolo[2,3-d]pyrimidin-4-yl]oxy}cyclobutyl)carbamate (439 mg, 0.804 mmol) in 1,4-dioxane (8 mL) in a microwave vial was added 1-methyl-1H-pyrazol-4-amine (78.1 mg, 0.804 mmol) followed by cesium carbonate (524 mg, 1.61 mmol), tris(dibenzylideneacetone)dipalladium(0) (73.3 mg, 0.08 mmol) and 9,9-dimethyl-4,5-bis(diphenylphosphino)xanthene (46.3 mg, 0.08 mmol) and the resulting mixture heated in t...